From a dataset of the Open Reaction Database (ORD), a public repository of structured organic reaction records. describe an organic reaction: reactants, conditions, products, and yield Reactants: CN(C)C=O, Cc1cc(Cl)c2c(F)ccc(F)c2n1, [N-]=[N+]=[N-], [Na+]. Product: Cc1cc(N=[N+]=[N-])c2c(F)ccc(F)c2n1. Reaction SMILES: [CH3:19][N:20]([CH3:21])[CH:22]=[O:23].[Cl:1][c:2]1[cH:3][c:4]([CH3:14])[n:5][c:6]2[c:7]([F:13])[cH:8][cH:9][c:10]([F:12])[c:11]12.[N-:16]=[N+:17]=[N-:18].[Na+:15]>>[c:2]1([N:16]=[N+:17]=[N-:18])[cH:3][c:4]([CH3:14])[n:5][c:6]2[c:7]([F:13])[cH:8][cH:9][c:10]([F:12])[c:11]12. Starting materials: CCCCCI, CN(C)C=O, [H-], O=C1NC(=O)C2(c3ccc([N+](=O)[O-])cc3)CC1C2, [Na+]. Yields the product CCCCCN1C(=O)C2CC(c3ccc([N+](=O)[O-])cc3)(C2)C1=O. RXN SMILES: [CH2:21]([CH2:22][CH2:23][CH2:24][CH3:25])[I:26].[CH3:27][N:28]([CH3:29])[CH:30]=[O:31].[H-:1].[N+:3](=[O:4])([O-:5])[c:6]1[cH:7][cH:8][c:9]([C:12]23[C:13](=[O:20])[NH:14][C:15](=[O:19])[CH:16]([CH2:17]2)[CH2:18]3)[cH:10][cH:11]1.[Na+:2]>>[N+:3](=[O:4])([O-:5])[c:6]1[cH:7][cH:8][c:9]([C:12]23[C:13](=[O:20])[N:14]([CH2:21][CH2:22][CH2:23][CH2:24][CH3:25])[C:15](=[O:19])[CH:16]([CH2:17]2)[CH2:18]3)[cH:10][cH:11]1. The reactants are ( a ), OC1=C(C=C(CNN2C(=NC=C2)SC)C=C1C(C)(C)C)C(C)(C)C (1-(4-hydroxy-3,5-di-tert.-butylbenzylamino)-2-methylmercaptoimidazole), N (ammonia), [BH4-].[Na+] (sodium borohydride). Reagents/catalysts: [Ni](Cl)Cl (nickel(II) chloride). Run in C(C)O (ethanol). Conditions: time 4 hour. The product is OC1=C(C=C(CNN2C=NC=C2)C=C1C(C)(C)C)C(C)(C)C (1-(4-hydroxy-3,5-di-tert.-butylbenzylamino)imidazole). As a reaction SMILES: [OH:1][C:2]1[C:16]([C:17]([CH3:20])([CH3:19])[CH3:18])=[CH:15][C:5]([CH2:6][NH:7][N:8]2[CH:12]=[CH:11][N:10]=[C:9]2SC)=[CH:4][C:3]=1[C:21]([CH3:24])([CH3:23])[CH3:22].[BH4-].[Na+].N>C(O)C.[Ni](Cl)Cl>[OH:1][C:2]1[C:16]([C:17]([CH3:19])([CH3:18])[CH3:20])=[CH:15][C:5]([CH2:6][NH:7][N:8]2[CH:12]=[CH:11][N:10]=[CH:9]2)=[CH:4][C:3]=1[C:21]([CH3:24])([CH3:23])[CH3:22] |f:1.2|. Procedure: Variant (a): 200 mg of 1-(4-hydroxy-3,5-di-tert.-butylbenzylamino)-2-methylmercaptoimidazole are dissolved in 8 ml of ethanol together with 0.41 g of nickel(II) chloride.6H2O. This solution is cooled in an ice-bath and 0.7 g of sodium borohydride is added portionwise within 1 hour. After completion of the addition, the ice-bath is removed and the black reaction mixture is stirred at room temperature for an additional 4 hours. For the work-up, the mixture is again cooled and sufficient 2N hydroch... Reactants: O(C1=CC=CC=C1)C1=C(C=C(C=C1)C(F)(F)F)O (2-phenoxy-5-trifluoromethyl-phenol), COC(CCC1=C(C=C(C=C1)OC1=CC(=CC=C1)Br)C)=O (3-[4-(3-bromo-phenoxy)-2-methyl-phenyl]-propionic acid methyl ester). The product is CC1=C(C=CC(=C1)OC1=CC(=CC=C1)OC1=C(C=CC(=C1)C(F)(F)F)OC1=CC=CC=C1)CCC(=O)O (3-{2-Methyl-4-[3-(2-phenoxy-5-trifluoromethyl-phenoxy)-phenoxy]-phenyl}-propionic acid). Reaction SMILES: [O:1]([C:8]1[CH:13]=[CH:12][C:11]([C:14]([F:17])([F:16])[F:15])=[CH:10][C:9]=1[OH:18])[C:2]1[CH:7]=[CH:6][CH:5]=[CH:4][CH:3]=1.C[O:20][C:21](=[O:39])[CH2:22][CH2:23][C:24]1[CH:29]=[CH:28][C:27]([O:30][C:31]2[CH:36]=[CH:35][CH:34]=[C:33](Br)[CH:32]=2)=[CH:26][C:25]=1[CH3:38]>>[CH3:38][C:25]1[CH:26]=[C:27]([O:30][C:31]2[CH:36]=[CH:35][CH:34]=[C:33]([O:18][C:9]3[CH:10]=[C:11]([C:14]([F:15])([F:16])[F:17])[CH:12]=[CH:13][C:8]=3[O:1][C:2]3[CH:3]=[CH:4][CH:5]=[CH:6][CH:7]=3)[CH:32]=2)[CH:28]=[CH:29][C:24]=1[CH2:23][CH2:22][C:21]([OH:39])=[O:20]. Procedure: The title compound is prepared according to Example 85 by using 2-phenoxy-5-trifluoromethyl-phenol and 3-[4-(3-bromo-phenoxy)-2-methyl-phenyl]-propionic acid methyl ester to afford about 35 mg (11%). 1H NMR (400 MHz, CDCl3); MS (ES+) m/z mass calcd for C29H23O5F3 508, found 509 (M+1, 100%). Reactants: CCS(=O)(=O)Cl, ClCCl, N#Cc1ccc(-c2ccc(N)cc2)cc1, c1ccncc1. Reaction SMILES: [CH2:16]([CH3:17])[S:18](=[O:19])(=[O:20])[Cl:21].[Cl:28][CH2:29][Cl:30].[NH2:1][c:2]1[cH:3][cH:4][c:5](-[c:8]2[cH:9][cH:10][c:11]([C:14]#[N:15])[cH:12][cH:13]2)[cH:6][cH:7]1.[cH:22]1[cH:23][cH:24][n:25][cH:26][cH:27]1>>[NH:1]([c:2]1[cH:3][cH:4][c:5](-[c:8]2[cH:9][cH:10][c:11]([C:14]#[N:15])[cH:12][cH:13]2)[cH:6][cH:7]1)[S:18]([CH2:16][CH3:17])(=[O:19])=[O:20]. Yields the product CCS(=O)(=O)Nc1ccc(-c2ccc(C#N)cc2)cc1.